The task is: describe an organic reaction: reactants, conditions, products, and yield. This data is from the Open Reaction Database (ORD), a public repository of structured organic reaction records. Reactants: C(C)(C)(C)OC(=O)N1CCNCC1 (N-tert-butoxycarbonylpiperazine), C([O-])([O-])=O.[K+].[K+] (potassium carbonate), [I-].[Na+] (sodium iodide), BrCCF (1-bromo-2-fluoroethane). Solvent: O1CCOCC1 (1,4-dioxane). Product: C(C)(C)(C)OC(=O)N1CCN(CC1)CCF (4-(2-fluoro-ethyl)-piperazine-1-carboxylic acid tert-butyl ester). RXN SMILES: [C:1]([O:5][C:6]([N:8]1[CH2:13][CH2:12][NH:11][CH2:10][CH2:9]1)=[O:7])([CH3:4])([CH3:3])[CH3:2].C(=O)([O-])[O-].[K+].[K+].[I-].[Na+].Br[CH2:23][CH2:24][F:25]>O1CCOCC1>[C:1]([O:5][C:6]([N:8]1[CH2:13][CH2:12][N:11]([CH2:23][CH2:24][F:25])[CH2:10][CH2:9]1)=[O:7])([CH3:4])([CH3:2])[CH3:3] |f:1.2.3,4.5|. Procedure: Charge a reaction vessel with N-tert-butoxycarbonylpiperazine (1.600 g, 8.590 mmol), potassium carbonate (3.56 g, 25.77 mmol), sodium iodide (catalytic) (10 mg, 66.7 mmol), 1,4-dioxane (20 mL), and 1-bromo-2-fluoroethane (704.0 μL, 9.45 mmol). Heat the mixture with stirring at reflux temperature overnight. Upon reaction completion, cool to room temperature and concentrate under reduced pressure. Partition the resulting residue with ethyl acetate and water. Separate the organic layer and dry over... The reactants are CCOC(=O)c1oc2cccc(OCC)c2c1C, C1CCOC1, [Li+], [OH-]. The product is CCOc1cccc2oc(C(=O)O)c(C)c12. Reaction SMILES: [CH2:1]([CH3:2])[O:3][C:4](=[O:5])[c:6]1[o:7][c:8]2[c:9]([c:10]1[CH3:11])[c:12]([O:16][CH2:17][CH3:18])[cH:13][cH:14][cH:15]2.[CH2:21]1[O:22][CH2:23][CH2:24][CH2:25]1.[Li+:20].[OH-:19]>>[O:3]=[C:4]([OH:5])[c:6]1[o:7][c:8]2[c:9]([c:10]1[CH3:11])[c:12]([O:16][CH2:17][CH3:18])[cH:13][cH:14][cH:15]2. The reactants are C(C)(C)(C)OC(NC1CCC(CC1)NC(C1=CC(=CC(=C1)O)OC1=CC=C(C=C1)C#N)=O)=O ({4-[3-(4-cyanophenoxy)-5-hydroxybenzoylamino]cyclohexyl}carbamic acid tert-butyl ester), BrCCCCC#N (5-bromo-pentanenitrile). Product: C(C)(C)(C)OC(NC1CCC(CC1)NC(C1=CC(=CC(=C1)OC1=CC=C(C=C1)C#N)OCCCCC#N)=O)=O ({4-[3-(4-cyanobutoxy)-5-(4-cyanophenoxy)benzoylamino]cyclohexyl}-carbamic Acid Tert-butyl Ester). Yield: 99.9%. Reaction SMILES: [C:1]([O:5][C:6](=[O:33])[NH:7][CH:8]1[CH2:13][CH2:12][CH:11]([NH:14][C:15](=[O:32])[C:16]2[CH:21]=[C:20]([OH:22])[CH:19]=[C:18]([O:23][C:24]3[CH:29]=[CH:28][C:27]([C:30]#[N:31])=[CH:26][CH:25]=3)[CH:17]=2)[CH2:10][CH2:9]1)([CH3:4])([CH3:3])[CH3:2].Br[CH2:35][CH2:36][CH2:37][CH2:38][C:39]#[N:40]>>[C:1]([O:5][C:6](=[O:33])[NH:7][CH:8]1[CH2:13][CH2:12][CH:11]([NH:14][C:15](=[O:32])[C:16]2[CH:17]=[C:18]([O:23][C:24]3[CH:29]=[CH:28][C:27]([C:30]#[N:31])=[CH:26][CH:25]=3)[CH:19]=[C:20]([O:22][CH2:35][CH2:36][CH2:37][CH2:38][C:39]#[N:40])[CH:21]=2)[CH2:10][CH2:9]1)([CH3:4])([CH3:2])[CH3:3]. Procedure: Using 0.85 g (1.88 mmol) of {4-[3-(4-cyanophenoxy)-5-hydroxybenzoylamino]cyclohexyl}carbamic acid tert-butyl ester and 5-bromo-pentanenitrile (0.304 g, 1.88 mmol) and following the procedure of Example 42(b) afforded 1.0 g of the required product. 1H NMR (DMSO-d6): δ 1.25 (3H, m), 1.4 (9H, s), 18 (7H, m), 2.6 (3H, m), 3.2 (1H, m), 3.7 (1H, m), 4.2 (2H, m), 6.76 (1H, d), 6.92 (1H, s), 7.14 (3H, m), 7.34 (1H, s), 7.88 (2H, d), 8.28 (1H, d). The product is CNc1cc2ncnc(Nc3cccc(C)c3)c2cc1[N+](=O)[O-]. As a reaction SMILES: [CH3:23][NH2:24].[CH3:25][CH2:26][OH:27].[Cl:1][c:2]1[c:3]([N+:20](=[O:21])[O-:22])[cH:4][c:5]2[c:6]([NH:12][c:13]3[cH:14][c:15]([CH3:19])[cH:16][cH:17][cH:18]3)[n:7][cH:8][n:9][c:10]2[cH:11]1>>[c:2]1([NH:24][CH3:23])[c:3]([N+:20](=[O:21])[O-:22])[cH:4][c:5]2[c:6]([NH:12][c:13]3[cH:14][c:15]([CH3:19])[cH:16][cH:17][cH:18]3)[n:7][cH:8][n:9][c:10]2[cH:11]1. The reactants are CN, CCO, Cc1cccc(Nc2ncnc3cc(Cl)c([N+](=O)[O-])cc23)c1. Reactants: Brc1cncc(C2CC3CCN2CC3)c1, [Cu+2], [NH4+], [OH-], O=S(=O)([O-])[O-]. Yields the product Nc1cncc(C2CC3CCN2CC3)c1. RXN SMILES: [Br:1][c:2]1[cH:3][c:4]([CH:8]2[N:9]3[CH2:10][CH2:11][CH:12]([CH2:13]2)[CH2:14][CH2:15]3)[cH:5][n:6][cH:7]1.[Cu+2:23].[NH4+:16].[OH-:17].[S:18]([O-:19])([O-:20])(=[O:21])=[O:22]>>[c:2]1([NH2:16])[cH:3][c:4]([CH:8]2[N:9]3[CH2:10][CH2:11][CH:12]([CH2:13]2)[CH2:14][CH2:15]3)[cH:5][n:6][cH:7]1. The reactants are S(=O)(C1=CC=C(C=C1)N)(=O)O (Sulphanilic acid), ClC1=CN=NC2=CC(=CC=C12)Cl (4,7-dichlorocinnoline). Procedure: Sulphanilic acid (1.95 g) in water (75 ml) and ethanol (10 ml) at 70° C. was treated with 4,7-dichlorocinnoline (2.2 g) and ethanol (10 ml) was added. The resultant green suspension was stirred vigorously overnight at 70° C. The mixture was cooled, and the solid was filtered, washed with water and dried at room temperature to give 3.45 g of the title compound as the monohydrate, melting point greater than 280° C. The solvent is O (water), C(C)O (ethanol), C(C)O (ethanol). The yield is 93.0%. Reaction conditions: temperature 70 celsius, time 8 hour. RXN SMILES: [S:1]([OH:11])(=[O:10])([C:3]1[CH:8]=[CH:7][C:6]([NH2:9])=[CH:5][CH:4]=1)=[O:2].Cl[C:13]1[C:22]2[C:17](=[CH:18][C:19]([Cl:23])=[CH:20][CH:21]=2)[N:16]=[N:15][CH:14]=1>O.C(O)C>[Cl:23][C:19]1[CH:18]=[C:17]2[C:22]([C:13]([NH:9][C:6]3[CH:5]=[CH:4][C:3]([S:1]([OH:11])(=[O:10])=[O:2])=[CH:8][CH:7]=3)=[CH:14][N:15]=[N:16]2)=[CH:21][CH:20]=1. The product is ClC1=CC=C2C(=CN=NC2=C1)NC1=CC=C(C=C1)S(=O)(=O)O (4-(7-Chloro-4-cinnolinylamino)benzenesulphonic acid). The reactants are CS(=O)(=O)O (methanesulfonic acid), OC[C-]1C=CC=C1.[CH-]1C=CC=C1.[Fe+2] (hydroxymethylferrocene), C1C(C)O1 (propylene oxide). The solvent is ClCCl (dichloromethane). The product is OCCCOC[C-]1C=CC=C1.[CH-]1C=CC=C1.[Fe+2] (Ferrocenylmethyl Hydroxypropyl Ether). Reaction SMILES: [OH:1][CH2:2][C-:3]1[CH:7]=[CH:6][CH:5]=[CH:4]1.[CH-:8]1[CH:12]=[CH:11][CH:10]=[CH:9]1.[Fe+2:13].CS(O)(=O)=O.[CH2:19]1[O:22][CH:20]1[CH3:21]>ClCCl>[OH:22][CH2:19][CH2:20][CH2:21][O:1][CH2:2][C-:3]1[CH:7]=[CH:6][CH:5]=[CH:4]1.[CH-:8]1[CH:12]=[CH:11][CH:10]=[CH:9]1.[Fe+2:13] |f:0.1.2,6.7.8|. Procedure: 21.6 g hydroxymethylferrocene was dissolved in 250 ml dichloromethane and 2.16 g methanesulfonic acid was added. Then 5.8 g of propylene oxide was added dropwise at room temperature while stirring. After this addition was complete, the mixture was stirred for another 24 hours at room temperature. Then the mixture was washed several times with saturated sodium bicarbonate solution and with distilled water. After the solution was dried, the solvent was drawn off by vacuum and 22.5 g of the desired... Reactants: N1=CC(=C2N1C=CC=N2)C#N (pyrazolo(1,5-a)pyrimidine-3-carbonitrile), S(O)(O)(=O)=O (sulfuric acid). Yields the product N1=CC(=C2N1C=CC=N2)C(=O)N (pyrazolo(1,5-a)pyrimidine-3-carboxamide). As a reaction SMILES: [N:1]1[N:5]2[CH:6]=[CH:7][CH:8]=[N:9][C:4]2=[C:3]([C:10]#[N:11])[CH:2]=1.S(=O)(=O)(O)[OH:13]>>[N:1]1[N:5]2[CH:6]=[CH:7][CH:8]=[N:9][C:4]2=[C:3]([C:10]([NH2:11])=[O:13])[CH:2]=1. Reported procedure: As shown hereinabove a pyrazolo(1,5-a)pyrimidine-3-carbonitrile (4) (prepared in the manner described in U.S. Pat. Nos. 4,281,000; 4,236,005 and 4,178,499) is stirred with concentrated sulfuric acid at room temperature for from 2-20 hours. The mixture is carefully poured onto ice and the precipitate is collected, neutralized with sodium hydroxide, ammonium hydroxide or saturated sodium bicarbonate and the like and washed with water to obtain the corresponding pyrazolo(1,5-a)pyrimidine-3-carboxam...